From a dataset of the Open Reaction Database (ORD), a public repository of structured organic reaction records. describe an organic reaction: reactants, conditions, products, and yield Reactants: ClCCCOC1=CC=C(C=C1)C=1N=C2N(C=CC(=C2)C)C1 (2-(4-chloropropoxyphenyl)-7-methylimidazo[1,2-a]pyridine), N1CCCCC1 (piperidine). Product: N1(CCCCC1)CCCOC1=CC=C(C=C1)C=1N=C2N(C=CC(=C2)C)C1 (2-(4-Piperidinopropoxyphenyl)-7-methylimidazo[1,2-a]pyridine). RXN SMILES: Cl[CH2:2][CH2:3][CH2:4][O:5][C:6]1[CH:11]=[CH:10][C:9]([C:12]2[N:13]=[C:14]3[CH:19]=[C:18]([CH3:20])[CH:17]=[CH:16][N:15]3[CH:21]=2)=[CH:8][CH:7]=1.[NH:22]1[CH2:27][CH2:26][CH2:25][CH2:24][CH2:23]1>>[N:22]1([CH2:2][CH2:3][CH2:4][O:5][C:6]2[CH:11]=[CH:10][C:9]([C:12]3[N:13]=[C:14]4[CH:19]=[C:18]([CH3:20])[CH:17]=[CH:16][N:15]4[CH:21]=3)=[CH:8][CH:7]=2)[CH2:27][CH2:26][CH2:25][CH2:24][CH2:23]1. Procedure: The product of Step C (0.2 g) and piperidine (2.0 mL) were heated at reflux temperature for 5 hours. The reaction was cooled to ambient temperature and partitioned between ethyl acetate (10 mL) and saturated sodium bicarbonate solution (10 mL). The aqueous portion was extracted with additional ethyl acetate (10 mL) and the organic portions combined. The organic portions were dried over magnesium sulfate, filtered and evaporated. The residue was purified via silica gel chromatography (dichloromet... The reactants are BrC1=CC=C(C2=CC=CC=C12)Br (1,4-dibromonaphthalene), C(CCC)C1=CC=C(C=C1)C#C (4-n-butylphenylacetylene). The product is C(CCC)C1=CC=C(C=C1)C#CC1=CC=C(C2=CC=CC=C12)C#CC1=CC=C(C=C1)CCCC (1,4-Bis(4-n-butylphenylethynyl)naphthalene). Reaction SMILES: Br[C:2]1[C:11]2[C:6](=[CH:7][CH:8]=[CH:9][CH:10]=2)[C:5](Br)=[CH:4][CH:3]=1.[CH2:13]([C:17]1[CH:22]=[CH:21][C:20]([C:23]#[CH:24])=[CH:19][CH:18]=1)[CH2:14][CH2:15][CH3:16]>>[CH2:13]([C:17]1[CH:18]=[CH:19][C:20]([C:23]#[C:24][C:2]2[C:11]3[C:6](=[CH:7][CH:8]=[CH:9][CH:10]=3)[C:5]([C:24]#[C:23][C:20]3[CH:21]=[CH:22][C:17]([CH2:13][CH2:14][CH2:15][CH3:16])=[CH:18][CH:19]=3)=[CH:4][CH:3]=2)=[CH:21][CH:22]=1)[CH2:14][CH2:15][CH3:16]. Procedure details: The title compound is prepared analogously to Example 3 from 1,4-dibromonaphthalene and two equivalents of 4-n-butylphenylacetylene. Reactants: ClC=1C=NC=CC1C=O (3-chloro-4-pyridinecarboxaldehyde), [BH4-].[Na+] (sodium borohydride). Solvent: C(C)O (ethanol). Conditions: time 1 hour. The product is ClC=1C=NC=CC1CO (3-Chloro-4-hydroxymethylpyridine). Reaction SMILES: [Cl:1][C:2]1[CH:3]=[N:4][CH:5]=[CH:6][C:7]=1[CH:8]=[O:9].[BH4-].[Na+]>C(O)C>[Cl:1][C:2]1[CH:3]=[N:4][CH:5]=[CH:6][C:7]=1[CH2:8][OH:9] |f:1.2|. Procedure details: A suspension of 3-chloro-4-pyridinecarboxaldehyde (43.80g, 0.310mol) in ethanol (200 ml) was cooled in an ice bath and treated with powdered sodium borohydride (5.85 g, 0.155 mol) added in portions over approximately 2 min. The resulting solution was removed from the ice bath and stirred at ambient temperature. After 1 hr the solution was recooled in an ice bath and treated with acetone (22 ml) to decompose excess borohydride. The solution was again removed from the ice bath and stirred at ambie... Starting materials: CC(C)(C)c1ccc(-c2nc3c(N4CCN(Cc5ccc([N+](=O)[O-])c(F)c5)CC4)cccc3[nH]2)cc1, COC(=O)CN, CN(C)C=O, Cl, O=C([O-])[O-]. Product: COC(=O)CNc1cc(CN2CCN(c3cccc4[nH]c(-c5ccc(C(C)(C)C)cc5)nc34)CC2)ccc1[N+](=O)[O-]. As a reaction SMILES: [C:1]([CH3:2])([CH3:3])([CH3:4])[c:5]1[cH:6][cH:7][c:8](-[c:11]2[n:12][c:13]3[c:14]([nH:15]2)[cH:16][cH:17][cH:18][c:19]3[N:20]2[CH2:21][CH2:22][N:23]([CH2:26][c:27]3[cH:28][c:29]([F:36])[c:30]([N+:33](=[O:34])[O-:35])[cH:31][cH:32]3)[CH2:24][CH2:25]2)[cH:9][cH:10]1.[CH3:38][O:39][C:40]([CH2:41][NH2:42])=[O:43].[CH3:48][N:49]([CH3:50])[CH:51]=[O:52].[ClH:37].[O-:44][C:45](=[O:46])[O-:47]>>[C:1]([CH3:2])([CH3:3])([CH3:4])[c:5]1[cH:6][cH:7][c:8](-[c:11]2[n:12][c:13]3[c:14]([nH:15]2)[cH:16][cH:17][cH:18][c:19]3[N:20]2[CH2:21][CH2:22][N:23]([CH2:26][c:27]3[cH:28][c:29]([NH:42][CH2:41][C:40]([O:39][CH3:38])=[O:43])[c:30]([N+:33](=[O:34])[O-:35])[cH:31][cH:32]3)[CH2:24][CH2:25]2)[cH:9][cH:10]1. Run in C1(=CC=CC=C1)C (toluene). The product is BrC1=CC2=C(SC=C2C)C=C1 (5-Bromo-3-methyl-benzo[b]thiophene). Reaction SMILES: [Br:1][C:2]1[CH:7]=[CH:6][C:5]([S:8][CH2:9][C:10](=O)[CH3:11])=[CH:4][CH:3]=1.CCCCCC>C1(C)C=CC=CC=1>[Br:1][C:2]1[CH:7]=[CH:6][C:5]2[S:8][CH:9]=[C:10]([CH3:11])[C:4]=2[CH:3]=1. Reaction conditions: temperature 100 celsius. The reactants are Polyphosphoric acid, BrC1=CC=C(C=C1)SCC(C)=O (1-(4-bromo-phenylsulfanyl)-propan-2-one), CCCCCC (hexane). The yield is 64.7%. Procedure: Polyphosphoric acid (7 g) was added to a solution of 1-(4-bromo-phenylsulfanyl)-propan-2-one (I-24a: 2.0 g, 8.163 mmol) in toluene (10 mL) and the resulting mixture was heated to 100° C. for 5 hours. The reaction was monitored by TLC (100% hexane). The reaction mixture was cooled to room temperature, quenched with ice, basified with potassium carbonate (pH˜8) and extracted with ethyl acetate. The organic layer was concentrated to yield the crude product. Purification by column chromatography on ... Reactants: COC=1C=C2C(=CC=NC2=CC1OC)OC1=CC(=C(N)C=C1C)C (4-[(6,7-Dimethoxy-4-quinolyl)oxy]-2,5-dimethylaniline), ClC(Cl)(OC(OC(Cl)(Cl)Cl)=O)Cl (triphosgene), C([O-])(O)=O.[Na+] (sodium bicarbonate), OC=1C=C(C#N)C=CC1 (3-hydroxybenzonitrile). Run in C(C)N(CC)CC (triethylamine), C1(=CC=CC=C1)C (toluene), C(Cl)Cl (methylene chloride). Product: COC=1C=C2C(=CC=NC2=CC1OC)OC1=CC(=C(C=C1C)NC(OC1=CC(=CC=C1)C#N)=O)C (3-Cyanophenyl N-{4-[(6,7-dimethoxy-4-quinolyl)oxy]-2,5-dimethylphenyl}carbamate). The yield is 55.3%. RXN SMILES: [CH3:1][O:2][C:3]1[CH:4]=[C:5]2[C:10](=[CH:11][C:12]=1[O:13][CH3:14])[N:9]=[CH:8][CH:7]=[C:6]2[O:15][C:16]1[C:22]([CH3:23])=[CH:21][C:19]([NH2:20])=[C:18]([CH3:24])[CH:17]=1.Cl[C:26](Cl)([O:28][C:29](=[O:35])OC(Cl)(Cl)Cl)Cl.O[C:38]1[CH:39]=[C:40]([CH:43]=C[CH:45]=1)[C:41]#[N:42].C(=O)(O)[O-].[Na+]>C(Cl)Cl.C(N(CC)CC)C.C1(C)C=CC=CC=1>[CH3:1][O:2][C:3]1[CH:4]=[C:5]2[C:10](=[CH:11][C:12]=1[O:13][CH3:14])[N:9]=[CH:8][CH:7]=[C:6]2[O:15][C:16]1[C:22]([CH3:23])=[CH:21][C:19]([NH:20][C:29](=[O:35])[O:28][C:26]2[CH:45]=[CH:38][CH:39]=[C:40]([C:41]#[N:42])[CH:43]=2)=[C:18]([CH3:24])[CH:17]=1 |f:3.4|. Reported procedure: 4-[(6,7-Dimethoxy-4-quinolyl)oxy]-2,5-dimethylaniline (50 mg) was added to toluene (5 ml) and triethylamine (0.5 ml), and the mixture was heated under reflux to prepare a solution. A solution of triphosgene (68 mg) in methylene chloride was then added thereto, and the mixture was heated under reflux for 10 min. Next, 3-hydroxybenzonitrile (27 mg) was added thereto, and the mixture was further stirred with heating under reflux for 3 hr. A saturated aqueous sodium bicarbonate solution was added to... Starting materials: C(C)OC1=C(C=C2C(=CC(OC2=C1)(C)C)C)\C(=C/C=C/C(=C/C(=O)OCC)/C)\CC (ethyl 7-(7-ethoxy-2,2,4-trimethyl-2H-chromen-6-yl)-3-methyl-nona-2E,4E,6Z-trienoate), C(C)OC1=C(C=C2C(=CC(OC2=C1)(C)C)C)\C(=C/C=C/C(=C/C(=O)OCC)/C)\CC (ethyl 7-(7-ethoxy-2,2,4-trimethyl-2H-chromen-6-yl)-3-methyl-nona-2E,4E,6Z-trienoate), [OH-].[Na+] (NaOH). Product: C(C)OC1=C(C=C2C(=CC(OC2=C1)(C)C)C)\C(=C/C=C/C(=C/C(=O)O)/C)\CC (7-(7-Ethoxy-2,2,4-trimethyl-2H-chromen-6-yl)-3-methyl-nona-2E,4E,6Z-trienoic acid). RXN SMILES: [CH2:1]([O:3][C:4]1[CH:13]=[C:12]2[C:7]([C:8]([CH3:16])=[CH:9][C:10]([CH3:15])([CH3:14])[O:11]2)=[CH:6][C:5]=1/[C:17](/[CH2:29][CH3:30])=[CH:18]\[CH:19]=[CH:20]\[C:21](\[CH3:28])=[CH:22]\[C:23]([O:25]CC)=[O:24])[CH3:2].[OH-].[Na+]>>[CH2:1]([O:3][C:4]1[CH:13]=[C:12]2[C:7]([C:8]([CH3:16])=[CH:9][C:10]([CH3:15])([CH3:14])[O:11]2)=[CH:6][C:5]=1/[C:17](/[CH2:29][CH3:30])=[CH:18]\[CH:19]=[CH:20]\[C:21](\[CH3:28])=[CH:22]\[C:23]([OH:25])=[O:24])[CH3:2] |f:1.2|. Procedure: Following General Procedure G, ethyl 7-(7-ethoxy-2,2,4-trimethyl-2H-chromen-6-yl)-3-methyl-nona-2E,4E,6Z-trienoate (Compound 36, 33 mg, 0.086 mmol) was hydrolyzed with 1M NaOH. Purification by column chromatography (silica gel, 30% ethyl acetate in hexanes) followed by recrystallization from acetonitrile gave rise to the title compound as a light yellow solid.